Dataset: the Open Reaction Database (ORD), a public repository of structured organic reaction records. Task: describe an organic reaction: reactants, conditions, products, and yield Starting materials: FC1=C(C=C(C(=C1F)C)F)C (2,3,5-trifluoro-4-methyltoluene), [N+](=O)([O-])[O-].[K+] (potassium nitrate), ice water. Run in S(O)(O)(=O)=O (sulfuric acid), S(O)(O)(=O)=O (sulfuric acid). Reaction conditions: time 15 minute. Product: FC1=C(C(=C(C(=C1F)C)[N+](=O)[O-])F)C (2,3,6-trifluoro-4-methyl-5-nitrotoluene). Isolated yield 78.1%. RXN SMILES: [F:1][C:2]1[C:7]([F:8])=[C:6]([CH3:9])[C:5]([F:10])=[CH:4][C:3]=1[CH3:11].[N+:12]([O-])([O-:14])=[O:13].[K+]>S(=O)(=O)(O)O>[F:8][C:7]1[C:2]([F:1])=[C:3]([CH3:11])[C:4]([N+:12]([O-:14])=[O:13])=[C:5]([F:10])[C:6]=1[CH3:9] |f:1.2|. Procedure details: To 2,3,5-trifluoro-4-methyltoluene (1.9 g) is added conc. sulfuric acid (19 ml) and the mixture is cooled to 0° C., to which a solution of potassium nitrate (1.71 g) in conc. sulfuric acid (4.6 ml) is added dropwise below 10° C. and the mixture is stirred for 15 minutes. The mixture is poured into ice-water, extracted with diethyl ether, and the extract is washed with water and dried. The solvent is distilled off under reduced pressure and the residue is purified by silica-gel column-chromatogra... Starting materials: N(O)=C1[C@]2(C)[C@@H](CC1)[C@@H]1CC=C3C[C@H](CC[C@]3(C)[C@H]1CC2)O (17-oximino-5-androsten-3β-ol), C1(CCCCC1)N=C=NC1CCCCC1 (dicyclohexylcarbodiimide), ClC1=CC=C(C(=O)O)C=C1 (4-chlorobenzoic acid). Solvent: ClCCl (dichloromethane). Conditions: time 48 hour. Yields the product ClC1=CC=C(C(=O)O[C@@H]2CC3=CC[C@H]4[C@@H]5CCC([C@@]5(C)CC[C@@H]4[C@]3(CC2)C)=NO)C=C1 (17-OXIMINO-5-ANDROSTEN-3β-YL 4-CHLOROBENZOATE). Isolated yield 42.4%. Reaction SMILES: [N:1](=[C:3]1[CH2:8][CH2:7][C@H:6]2[C@H:9]3[C@H:19]([CH2:20][CH2:21][C@:4]12[CH3:5])[C@:17]1([CH3:18])[C:12]([CH2:13][C@@H:14]([OH:22])[CH2:15][CH2:16]1)=[CH:11][CH2:10]3)[OH:2].C1(N=C=NC2CCCCC2)CCCCC1.[Cl:38][C:39]1[CH:47]=[CH:46][C:42]([C:43](O)=[O:44])=[CH:41][CH:40]=1>ClCCl>[Cl:38][C:39]1[CH:47]=[CH:46][C:42]([C:43]([O:22][C@H:14]2[CH2:15][CH2:16][C@@:17]3([CH3:18])[C:12](=[CH:11][CH2:10][C@@H:9]4[C@@H:19]3[CH2:20][CH2:21][C@@:4]3([CH3:5])[C@H:6]4[CH2:7][CH2:8][C:3]3=[N:1][OH:2])[CH2:13]2)=[O:44])=[CH:41][CH:40]=1. Procedure details: To the stirred solution of 17-oximino-5-androsten-3β-ol (9) (0.5 g, 1.6 mmol) and dicyclohexylcarbodiimide (DCC) (0.34 g, 1.6 mmol) in anhydrous dichloromethane (30.0 ml), 4-chlorobenzoic acid (0.26 g, 1.6 mmol) was added. The reaction mixture was stirred for 48 hr at room temperature (20-25°) and completion of the reaction was monitored by TLC. The precipitated dicyclohexylurea (DCU) was filtered and the solvent removed under vacuum. The resulting residue was crystallized from ethyl acetate:pet... Starting materials: COc2ccc1cc(OCC(C)C)ccc1c2 (substrate), C[Mg]Br (effective_coupling_partner). The reagents and catalysts are PCy3. Conditions: temperature 80 celsius, time 20 minute. Yields the product Cc2ccc1cc(C)ccc1c2. The reactants are O=[N+]([O-])C1CN(Cc2ccccc2)CC1c1ccc(Cl)c(Cl)c1, CCOC(C)=O, [Na+], O=C([O-])O. Yields the product NC1CN(Cc2ccccc2)CC1c1ccc(Cl)c(Cl)c1. Reaction SMILES: [CH2:1]([c:2]1[cH:3][cH:4][cH:5][cH:6][cH:7]1)[N:8]1[CH2:9][CH:10]([c:16]2[cH:17][c:18]([Cl:23])[c:19]([Cl:22])[cH:20][cH:21]2)[CH:11]([N+:13]([O-:14])=[O:15])[CH2:12]1.[CH3:29][CH2:30][O:31][C:32]([CH3:33])=[O:34].[Na+:28].[O-:24][C:25]([OH:26])=[O:27]>>[CH2:1]([c:2]1[cH:3][cH:4][cH:5][cH:6][cH:7]1)[N:8]1[CH2:9][CH:10]([c:16]2[cH:17][c:18]([Cl:23])[c:19]([Cl:22])[cH:20][cH:21]2)[CH:11]([NH2:13])[CH2:12]1. Reaction SMILES: [C:46]([O:47][CH2:48][CH3:49])(=[O:50])[CH3:51].[CH3:1][O:2][CH2:3][CH2:4][CH2:5][CH2:6][n:7]1[c:8]([C:18](=[O:19])[N:20]([CH:21]2[CH2:22][N:23]([C:35]([O:36][C:37]([CH3:38])([CH3:39])[CH3:40])=[O:41])[CH2:24][CH:25]([C:27](=[O:28])[N:29]3[CH2:30][CH2:31][O:32][CH2:33][CH2:34]3)[CH2:26]2)[CH2:42][CH:43]([CH3:44])[CH3:45])[cH:9][cH:10][c:11]1-[c:12]1[cH:13][cH:14][cH:15][cH:16][cH:17]1.[CH3:53][CH2:54][O:55][C:56](=[O:57])[CH3:58].[ClH:52]>>[CH3:1][O:2][CH2:3][CH2:4][CH2:5][CH2:6][n:7]1[c:8]([C:18](=[O:19])[N:20]([CH:21]2[CH2:22][NH:23][CH2:24][CH:25]([C:27](=[O:28])[N:29]3[CH2:30][CH2:31][O:32][CH2:33][CH2:34]3)[CH2:26]2)[CH2:42][CH:43]([CH3:44])[CH3:45])[cH:9][cH:10][c:11]1-[c:12]1[cH:13][cH:14][cH:15][cH:16][cH:17]1.[ClH:52]. Starting materials: CCOC(C)=O, COCCCCn1c(C(=O)N(CC(C)C)C2CC(C(=O)N3CCOCC3)CN(C(=O)OC(C)(C)C)C2)ccc1-c1ccccc1, CCOC(C)=O, Cl. Yields the product COCCCCn1c(C(=O)N(CC(C)C)C2CNCC(C(=O)N3CCOCC3)C2)ccc1-c1ccccc1, Cl. Reactants: CC[SiH](CC)CC, ClCCl, COc1ccc(CN(C(=O)OC(C)(C)C)c2ccc3[nH]c(=O)n(C(C)c4cccnc4)c3n2)c(OC)c1, O=C(O)C(F)(F)F. Product: CC(c1cccnc1)n1c(=O)[nH]c2ccc(N)nc21. RXN SMILES: [CH2:45]([SiH:46]([CH2:47][CH3:48])[CH2:49][CH3:50])[CH3:51].[CH2:52]([Cl:53])[Cl:54].[CH3:1][O:2][c:3]1[cH:4][c:5]([O:7][CH3:8])[cH:9][cH:10][c:11]1[CH2:12][N:6]([C:13](=[O:32])[O:33][C:34]([CH3:35])([CH3:36])[CH3:37])[c:14]1[cH:15][cH:16][c:17]2[c:18]([n:19]1)[n:20]([CH:24]([CH3:25])[c:26]1[cH:27][n:28][cH:29][cH:30][cH:31]1)[c:21](=[O:23])[nH:22]2.[F:38][C:39]([F:40])([F:41])[C:42]([OH:43])=[O:44]>>[NH2:6][c:14]1[cH:15][cH:16][c:17]2[c:18]([n:19]1)[n:20]([CH:24]([CH3:25])[c:26]1[cH:27][n:28][cH:29][cH:30][cH:31]1)[c:21](=[O:23])[nH:22]2. The reactants are C(C)OC(=O)C=1NC2=C(C=C(C=C2C1)Cl)CN(C)C (5-chloro-7-dimethylaminomethyl-1H-indole-2-carboxylic acid ethyl ester), O[Li].O (LiOH.H2O), Cl (HCl). Run in C1CCOC1.CCO.O (THF EtOH H2O). Conditions: temperature 45 celsius, time 1 hour. Yields the product ClC=1C=C2C=C(NC2=C(C1)CN(C)C)C(=O)O (5-chloro-7-dimethylaminomethyl-1H-indole-2-carboxylic acid). The yield is 42.0%. RXN SMILES: C([O:3][C:4]([C:6]1[NH:7][C:8]2[C:13]([CH:14]=1)=[CH:12][C:11]([Cl:15])=[CH:10][C:9]=2[CH2:16][N:17]([CH3:19])[CH3:18])=[O:5])C.O[Li].O.Cl>C1COCC1.CCO.O>[Cl:15][C:11]1[CH:12]=[C:13]2[C:8](=[C:9]([CH2:16][N:17]([CH3:18])[CH3:19])[CH:10]=1)[NH:7][C:6]([C:4]([OH:5])=[O:3])=[CH:14]2 |f:1.2,4.5.6|. Procedure: To a solution of 90 mg (0.32 mmol) of 5-chloro-7-dimethylaminomethyl-1H-indole-2-carboxylic acid ethyl ester in THF/EtOH/H2O (5 ml) at RT was added 23 mg of LiOH.H2O. The reaction mixture was stirred at 45° C. for one hour and then acidified with aqueous HCl 1M. The product was extracted with EtOAc and concentrated under vacuo to afford 34 mg (42%) of 5-chloro-7-dimethylaminomethyl-1H-indole-2-carboxylic acid as a white solid. ES-MS m/e (%): 251.3 (M−H+).